This data is from the Open Reaction Database (ORD), a public repository of structured organic reaction records. The task is: describe an organic reaction: reactants, conditions, products, and yield Starting materials: C(CCCCCCC)OC1=CC=C(C(=O)O)C=C1 (4-octyloxybenzoic acid), ClC1=C(C=C(C(=C1)Cl)Cl)O (2,4,5-trichlorophenol), C1(CCCCC1)N=C=NC1CCCCC1 (N,N'-dicyclohexylcarbodiimide). Solvent: C(C)OCC (diethyl ether). Conditions: time 18 hour. Yields the product C(CCCCCCC)OC1=CC=C(C(=O)OC2=C(C=C(C(=C2)Cl)Cl)Cl)C=C1 (2,4,5-trichlorophenyl 4-octyloxybenzoate). The yield is 32.0%. Reaction SMILES: [CH2:1]([O:9][C:10]1[CH:18]=[CH:17][C:13]([C:14]([OH:16])=[O:15])=[CH:12][CH:11]=1)[CH2:2][CH2:3][CH2:4][CH2:5][CH2:6][CH2:7][CH3:8].[Cl:19][C:20]1[CH:25]=[C:24]([Cl:26])[C:23]([Cl:27])=[CH:22][C:21]=1O.C1(N=C=NC2CCCCC2)CCCCC1>C(OCC)C>[CH2:1]([O:9][C:10]1[CH:11]=[CH:12][C:13]([C:14]([O:16][C:21]2[CH:22]=[C:23]([Cl:27])[C:24]([Cl:26])=[CH:25][C:20]=2[Cl:19])=[O:15])=[CH:17][CH:18]=1)[CH2:2][CH2:3][CH2:4][CH2:5][CH2:6][CH2:7][CH3:8]. Reported procedure: To a solution of 4-octyloxybenzoic acid (13.8 g) in diethyl ether (552 ml) were added 2,4,5-trichlorophenol (10.87 g) and N,N'-dicyclohexylcarbodiimide (11.37 g). The solution was stirred under a nitrogen atmosphere for 18 hours at room temperature. The precipitate was removed by filtration, and the filtrate was concentrated in vacuo. The residue was dissolved in petroleum ether and was allowed to stand on ice-water. The resulting crystals (15.2 g) were filtered and dissolved in warm n-hexane (1... The reactants are COC(=O)C1N=C(C2=C(C=CC(=C2C1)OC)Br)CC1CCCC1 (8-bromo-1-cyclopentylmethyl-5-methoxy-3,4-dihydro-isoquinoline-3-carboxylic acid methyl ester), [Li+].[OH-] (LiOH). Solvent: C1CCOC1 (THF), CO (MeOH). Product: BrC=1C=CC(=C2C=C(N=C(C12)CC1CCCC1)C(=O)O)OC (8-Bromo-1-cyclopentylmethyl-5-methoxy-isoquinoline-3-carboxylic acid). The yield is 99.4%. Reaction SMILES: C[O:2][C:3]([CH:5]1[CH2:14][C:13]2[C:8](=[C:9]([Br:17])[CH:10]=[CH:11][C:12]=2[O:15][CH3:16])[C:7]([CH2:18][CH:19]2[CH2:23][CH2:22][CH2:21][CH2:20]2)=[N:6]1)=[O:4].[Li+].[OH-]>C1COCC1.CO>[Br:17][C:9]1[CH:10]=[CH:11][C:12]([O:15][CH3:16])=[C:13]2[C:8]=1[C:7]([CH2:18][CH:19]1[CH2:23][CH2:22][CH2:21][CH2:20]1)=[N:6][C:5]([C:3]([OH:4])=[O:2])=[CH:14]2 |f:1.2|. Reported procedure: To a stirring solution of 0.4 g (1.05 mmol) of the above ester in 2.5 ml of THF, 0.6 ml of MeOH was added along with 0.6 ml of 2N LiOH at rt. Usual work up as described in general procedure C gave 0.38 g of title compound as a light yellow solid. Starting materials: Cl, O=N[O-], Nc1cccnc1Cl, [Na+], [Na+], [OH-], O, O, O, Cl[Sn]Cl. The product is NNc1cccnc1Cl. RXN SMILES: [ClH:20].[N:9]([O-:10])=[O:11].[NH2:1][c:2]1[c:3]([Cl:8])[n:4][cH:5][cH:6][cH:7]1.[Na+:12].[Na+:19].[OH-:18].[OH2:13].[OH2:14].[OH2:21].[Sn:15]([Cl:16])[Cl:17]>>[NH:1]([c:2]1[c:3]([Cl:8])[n:4][cH:5][cH:6][cH:7]1)[NH2:9]. The product is C(C1=CC=CC=C1)N1CCC(CC1)C1(CC1)C(=O)OCC (Ethyl 1-(1-benzylpiperidin-4-yl)cyclopropane carboxylate). Procedure details: 13 ml of diisopropylamine was dissolved in a solvent mixture of tetrahydrofuran (140 ml) with HMPA (15 ml) in a nitrogen atmosphere and cooled to −78° C. Into the obtained solution was dropped 42 ml of a 2.5 M solution of n-butyllithium in hexane and the resulting mixture was stirred at 0° C. for 30 minutes. After cooling to −78° C. again, 15 ml of a solution of 5.8 g of ethyl (1-benzylpiperidin-4-yl)acetate in tetrahydrofuran was dropped thereinto. The reaction mixture was stirred at 0° C. for ... Yield: 73.2%. Reactants: C(C)(=O)OCC (ethyl acetate), C(C1=CC=CC=C1)N1CCC(CC1)C(C(=O)OCC)CCBr (ethyl 2-(1-benzyl-4-piperidyl)-4-bromobutanoate), O (water), C(C)(C)(C)O[K] (t-butoxypotassium). RXN SMILES: [CH2:1]([N:8]1[CH2:13][CH2:12][CH:11]([CH:14]([CH2:20][CH2:21]Br)[C:15]([O:17][CH2:18][CH3:19])=[O:16])[CH2:10][CH2:9]1)[C:2]1[CH:7]=[CH:6][CH:5]=[CH:4][CH:3]=1.C(O[K])(C)(C)C.O.C(OCC)(=O)C>O1CCCC1>[CH2:1]([N:8]1[CH2:13][CH2:12][CH:11]([C:14]2([C:15]([O:17][CH2:18][CH3:19])=[O:16])[CH2:21][CH2:20]2)[CH2:10][CH2:9]1)[C:2]1[CH:7]=[CH:6][CH:5]=[CH:4][CH:3]=1. Solvent: O1CCCC1 (tetrahydrofuran). Reactants: C=CCN, C[Si](C)(C)CCl, [Na+], [OH-], O. Product: C=CCNC[Si](C)(C)C. As a reaction SMILES: [CH2:1]([CH:2]=[CH2:3])[NH2:4].[Cl:5][CH2:6][Si:7]([CH3:8])([CH3:9])[CH3:10].[Na+:12].[OH-:11].[OH2:13]>>[CH2:1]([CH:2]=[CH2:3])[NH:4][CH2:6][Si:7]([CH3:8])([CH3:9])[CH3:10]. As a reaction SMILES: [C:1]([CH3:2])([CH3:3])([CH3:4])[O:5][C:6]([CH2:7][NH:8][C:9](=[O:10])[c:11]1[n:12][cH:13][cH:14][cH:15][c:16]1[OH:17])=[O:18].[Cl:26][CH2:27][Cl:28].[F:19][C:20]([F:21])([F:22])[C:23]([OH:24])=[O:25]>>[O:5]=[C:6]([CH2:7][NH:8][C:9](=[O:10])[c:11]1[n:12][cH:13][cH:14][cH:15][c:16]1[OH:17])[OH:18]. The product is O=C(O)CNC(=O)c1ncccc1O. Starting materials: CC(C)(C)OC(=O)CNC(=O)c1ncccc1O, ClCCl, O=C(O)C(F)(F)F. Starting materials: CC(=O)SCC(C)C(=O)N1CCCC1C(=O)O, CC(=O)SCC(C)C(=O)Cl, [K+], [K+], [K+], [K+], [Na+], [OH-], [OH-], O=C(O)C1CCCN1, O=P([O-])([O-])[O-]. Yields the product CC(CS)C(=O)N1CCCC1C(=O)O. As a reaction SMILES: [C:29](=[O:30])([CH3:31])[S:32][CH2:33][CH:34]([C:35](=[O:36])[N:37]1[CH:38]([C:39](=[O:40])[OH:41])[CH2:42][CH2:43][CH2:44]1)[CH3:45].[C:9]([S:10][CH2:11][CH:12]([CH3:13])[C:14]([Cl:15])=[O:16])(=[O:17])[CH3:18].[K+:20].[K+:26].[K+:27].[K+:28].[Na+:47].[OH-:19].[OH-:46].[OH:1][C:2]([CH:3]1[NH:4][CH2:5][CH2:6][CH2:7]1)=[O:8].[P:21]([O-:22])([O-:23])([O-:24])=[O:25]>>[SH:32][CH2:33][CH:34]([C:35](=[O:36])[N:37]1[CH:38]([C:39](=[O:40])[OH:41])[CH2:42][CH2:43][CH2:44]1)[CH3:45]. Reactants: ClC=1C=C2C=CC(=CC2=CC1)S(=O)(=O)CCC(=O)O (3-((6-chloro-2-naphthyl)sulfonyl)propionic acid), C=1C=CC2=C(C1)N=NN2O (HOBt), CCN=C=NCCCN(C)C (WSC), N1(CC(NCC1)C(=O)OC)C(=O)OC(C)(C)C (1-tert-Butyl 3-methyl piperazine-1,3-dicarboxylate), C([O-])([O-])=O.[K+].[K+] (potassium carbonate). The solvent is C(C)N(CC)CC (triethylamine), ClCCl (dichloromethane). The product is ClC=1C=C2C=CC(=CC2=CC1)S(=O)(=O)CCC(=O)N1C(CN(CC1)C(=O)OC(C)(C)C)C(=O)OC (1-tert-Butyl 3-methyl 4-(3-((6-chloro-2-naphthyl)sulfonyl)propionyl)piperazine-1,3-dicarboxylate). As a reaction SMILES: [N:1]1([C:11]([O:13][C:14]([CH3:17])([CH3:16])[CH3:15])=[O:12])[CH2:6][CH2:5][NH:4][CH:3]([C:7]([O:9][CH3:10])=[O:8])[CH2:2]1.[Cl:18][C:19]1[CH:20]=[C:21]2[C:26](=[CH:27][CH:28]=1)[CH:25]=[C:24]([S:29]([CH2:32][CH2:33][C:34](O)=[O:35])(=[O:31])=[O:30])[CH:23]=[CH:22]2.C1C=CC2N(O)N=NC=2C=1.CCN=C=NCCCN(C)C.C(=O)([O-])[O-].[K+].[K+]>ClCCl.C(N(CC)CC)C>[Cl:18][C:19]1[CH:20]=[C:21]2[C:26](=[CH:27][CH:28]=1)[CH:25]=[C:24]([S:29]([CH2:32][CH2:33][C:34]([N:4]1[CH2:5][CH2:6][N:1]([C:11]([O:13][C:14]([CH3:17])([CH3:16])[CH3:15])=[O:12])[CH2:2][CH:3]1[C:7]([O:9][CH3:10])=[O:8])=[O:35])(=[O:30])=[O:31])[CH:23]=[CH:22]2 |f:4.5.6|. Procedure details: 1-tert-Butyl 3-methyl piperazine-1,3-dicarboxylate (JP-W No. 3-232864: 5.0 g) was dissolved in dichloromethane (20 mL), and triethylamine (3.8 mL) was added thereto. With ice cooling, 3-((6-chloro-2-naphthyl)sulfonyl)propionic acid (8.0 g), HOBt (4.5 g) and WSC (5.7 g) were added thereto, and the mixture was mixed at room temperature for 16 hours. The reaction solution was basified with an aqueous potassium carbonate solution, then extracted with chloroform, and the extract was dried over anhydr...